This data is from the Open Reaction Database (ORD), a public repository of structured organic reaction records. The task is: describe an organic reaction: reactants, conditions, products, and yield Starting materials: CCC(CC)=O (3-Pentanone), O.C1(=CC=C(C=C1)S(=O)(=O)O)C (p-toluenesulfonic acid monohydrate), C1(CCCCC1)NC1=C(C=C2C(C(=CN(C2=C1)C(CO)CO)C(=O)OCC)=O)F (ethyl 7-(cyclohexylamino)-6-fluoro-1-[2-hydroxy-1-(hydroxymethyl)ethyl]-4-oxo-1,4-dihydroquinoline-3-carboxylate). Solvent: C1=CC=CC=C1 (benzene). Product: C1(CCCCC1)NC1=C(C=C2C(C(=CN(C2=C1)C1COC(OC1)(CC)CC)C(=O)OCC)=O)F (ethyl 7-(cyclohexylamino)-1-(2,2-diethyl-1,3-dioxan-5-yl)-6-fluoro-4-oxo-1,4-dihydroquinoline-3-carboxylate). Reaction SMILES: [CH3:1][CH2:2][C:3](=[O:6])[CH2:4][CH3:5].O.C1(C)C=CC(S(O)(=O)=O)=CC=1.[CH:19]1([NH:25][C:26]2[CH:35]=[C:34]3[C:29]([C:30](=[O:46])[C:31]([C:41]([O:43][CH2:44][CH3:45])=[O:42])=[CH:32][N:33]3[CH:36]([CH2:39]O)[CH2:37][OH:38])=[CH:28][C:27]=2[F:47])[CH2:24][CH2:23][CH2:22][CH2:21][CH2:20]1>C1C=CC=CC=1>[CH:19]1([NH:25][C:26]2[CH:35]=[C:34]3[C:29]([C:30](=[O:46])[C:31]([C:41]([O:43][CH2:44][CH3:45])=[O:42])=[CH:32][N:33]3[CH:36]3[CH2:37][O:38][C:3]([CH2:4][CH3:5])([CH2:2][CH3:1])[O:6][CH2:39]3)=[CH:28][C:27]=2[F:47])[CH2:20][CH2:21][CH2:22][CH2:23][CH2:24]1 |f:1.2|. Procedure details: 3-Pentanone and p-toluenesulfonic acid monohydrate were added to a benzene solution of ethyl 7-(cyclohexylamino)-6-fluoro-1-[2-hydroxy-1-(hydroxymethyl)ethyl]-4-oxo-1,4-dihydroquinoline-3-carboxylate, for stirring under reflux under heating for 34 hours, to obtain ethyl 7-(cyclohexylamino)-1-(2,2-diethyl-1,3-dioxan-5-yl)-6-fluoro-4-oxo-1,4-dihydroquinoline-3-carboxylate. Product: ClCCCOC1=C(C=C(C=C1)C1=CC=C(C=C1)C#N)F (4′-(3-chloropropoxy)-3′-fluoro-1,1′-biphenyl-4-carbonitrile). RXN SMILES: [F:1][C:2]1[CH:3]=[C:4]([C:9]2[CH:14]=[CH:13][C:12]([C:15]#[N:16])=[CH:11][CH:10]=2)[CH:5]=[CH:6][C:7]=1[OH:8].Br[CH2:18][CH2:19][CH2:20][Cl:21]>>[Cl:21][CH2:20][CH2:19][CH2:18][O:8][C:7]1[CH:6]=[CH:5][C:4]([C:9]2[CH:14]=[CH:13][C:12]([C:15]#[N:16])=[CH:11][CH:10]=2)=[CH:3][C:2]=1[F:1]. Reported procedure: The product from Example 167A and 1-bromo-3-chloropropane were processed as described in Example 164C to provide the title compound (99% yield). 1HNMR (300 MHz, CDCl3) δ2.30 (m, 2H), 3.80 (m, 2H), 4.25 (m, 2H), 7.12-7.75 (m, 7H); MS (DCI) m/z 290 (M+H)+. Reactants: FC=1C=C(C=CC1O)C1=CC=C(C=C1)C#N (3′-fluoro-4′-hydroxy-1,1′-biphenyl-4-carbonitrile), BrCCCCl (1-bromo-3-chloropropane). The yield is 99.0%. Starting materials: O1C(=NC2=C1C=CC=C2)N(C)CCOC2=CC=C(C=C2)CC(=O)OC (methyl 2-[4-[2-[N-(2-benzoxazolyl)-N-methylamino]ethoxy]phenyl]ethanoate), ice, [H-].[Al+3].[Li+].[H-].[H-].[H-] (lithium aluminium hydride), Cl (hydrochloric acid). Run in C(C)OCC (diethyl ether), O (water), CCOCC (ether), O (water). Yields the product O1C(=NC2=C1C=CC=C2)N(C)CCOC2=CC=C(C=C2)CCO (2-[4-[2-[N-(2-Benzoxazolyl)-N-methylamino]ethoxy]phenyl]ethanol). RXN SMILES: [O:1]1[C:5]2[CH:6]=[CH:7][CH:8]=[CH:9][C:4]=2[N:3]=[C:2]1[N:10]([CH2:12][CH2:13][O:14][C:15]1[CH:20]=[CH:19][C:18]([CH2:21][C:22](OC)=[O:23])=[CH:17][CH:16]=1)[CH3:11].[H-].[Al+3].[Li+].[H-].[H-].[H-].Cl>C(OCC)C.O>[O:1]1[C:5]2[CH:6]=[CH:7][CH:8]=[CH:9][C:4]=2[N:3]=[C:2]1[N:10]([CH2:12][CH2:13][O:14][C:15]1[CH:16]=[CH:17][C:18]([CH2:21][CH2:22][OH:23])=[CH:19][CH:20]=1)[CH3:11] |f:1.2.3.4.5.6|. Procedure: A solution of methyl 2-[4-[2-[N-(2-benzoxazolyl)-N-methylamino]ethoxy]phenyl]ethanoate (11.60 g) in dry diethyl ether (200 mL) was added slowly to an ice-cooled, stirred suspension of lithium aluminium hydride (1.36 g) in ether (50 mL) under a nitrogen atmosphere. The mixture was stirred at 0° C. for 20 minutes, then water (10 mL) and hydrochloric acid (2M; 10 mL) were added dropwise with caution. The mixture was diluted with water (200 mL) was the solution adjusted to pH 4 prior to extraction w... Reactants: CCOC(=O)C (EtOAc), ClC1=CC=C(OC2=CC=C(C=C2)NC(N[C@H](C(=O)NCCN2CCCC2)CC2=CC=CC=C2)=S)C=C1 ((S)-2-{3-[4-(4-Chloro-phenoxy)-phenyl]-thioureido}-3-phenyl-N-(2-pyrrolidin-1-yl-ethyl)-propionamide), FC1=CC=C(OC2=CC=C(C=C2)N)C=C1 (4-(4-fluoro-phenoxy)-phenylamine), C(=O)(N1C=NC=C1)N1C=NC=C1 (1,1′-carbonyldiimidazole). The solvent is O (H2O), C1CCOC1 (THF). Reaction conditions: temperature 65 celsius. The product is FC1=CC=C(OC2=CC=C(C=C2)NC(N[C@H](C(=O)NCCN2CCCC2)CC2=CC=CC=C2)=O)C=C1 ((S)-2-{3-[4-(4-Fluoro-phenoxy)-phenyl]-ureido}-3-phenyl-N-(2-pyrrolidin-1-yl-ethyl)-propionamide). The yield is 27.2%. RXN SMILES: ClC1C=CC(OC2C=CC(N[C:14](=S)[NH:15][C@@H:16]([CH2:27][C:28]3[CH:33]=[CH:32][CH:31]=[CH:30][CH:29]=3)[C:17]([NH:19][CH2:20][CH2:21][N:22]3[CH2:26][CH2:25][CH2:24][CH2:23]3)=[O:18])=CC=2)=CC=1.[F:37][C:38]1[CH:51]=[CH:50][C:41]([O:42][C:43]2[CH:48]=[CH:47][C:46]([NH2:49])=[CH:45][CH:44]=2)=[CH:40][CH:39]=1.C(N1C=CN=C1)(N1C=CN=C1)=[O:53].CCOC(C)=O>C1COCC1.O>[F:37][C:38]1[CH:51]=[CH:50][C:41]([O:42][C:43]2[CH:48]=[CH:47][C:46]([NH:49][C:14](=[O:53])[NH:15][C@@H:16]([CH2:27][C:28]3[CH:33]=[CH:32][CH:31]=[CH:30][CH:29]=3)[C:17]([NH:19][CH2:20][CH2:21][N:22]3[CH2:26][CH2:25][CH2:24][CH2:23]3)=[O:18])=[CH:45][CH:44]=2)=[CH:40][CH:39]=1. Procedure details: To a solution of (S)-2-amino-3-phenyl-N-(2-pyrrolidin-1-yl-ethyl)-propionamide (Example 9, step C) (0.079 g, 0.3 mmol) in THF (3 mL) was added 4-(4-fluoro-phenoxy)-phenylamine (0.124 g, 0.61 mmol). After addition of 1,1′-carbonyldiimidazole (0.063 g, 0.39 mmol), the reaction mixture was heated to 65° C. for 6 h. EtOAc (10 mL) and H2O (10 mL) were then added. The aqueous layer was extracted with EtOAc (3×20 mL) and CH2Cl2 (2×20 mL). The combined organic layers were washed with brine and dried (Na... Starting materials: C(C)N(C(C)=O)CC(C)NC1=C(C=CC=C1C)C (1-(N-ethyl-acetamido)-2(2,6-dimethylphenyl-amino)-propane), [H-].[Al+3].[Li+].[H-].[H-].[H-] (lithium aluminium hydride). Solvent: C(C)OCC (diethyl ether), C(C)OCC (diethyl ether). Conditions: time 3 hour. Yields the product C(C)N(CC(C)NC1=C(C=CC=C1C)C)CC (1-diethylamino-2-(2,6-dimethylphenyl-amino)-propane). Isolated yield 74.7%. Reaction SMILES: [CH2:1]([N:3]([CH2:7][CH:8]([NH:10][C:11]1[C:16]([CH3:17])=[CH:15][CH:14]=[CH:13][C:12]=1[CH3:18])[CH3:9])[C:4](=O)[CH3:5])[CH3:2].[H-].[Al+3].[Li+].[H-].[H-].[H-]>C(OCC)C>[CH2:4]([N:3]([CH2:1][CH3:2])[CH2:7][CH:8]([NH:10][C:11]1[C:12]([CH3:18])=[CH:13][CH:14]=[CH:15][C:16]=1[CH3:17])[CH3:9])[CH3:5] |f:1.2.3.4.5.6|. Reported procedure: A solution of 0.2 g (0.8 mmoles) of 1-(N-ethyl-acetamido)-2(2,6-dimethylphenyl-amino)-propane, prepared as described in Example 31, in 5 ml of dry diethyl ether is added dropwise, within 10 minutes, to a vigorously stirred suspension of 0.2 g of lithium aluminium hydride in 10 ml of dry diethyl ether at room temperature. The resulting mixture is stirred at room temperature for 3 hours and then processed as described in Example 29. 0.14 g (74%) of 1-diethylamino-2-(2,6-dimethylphenyl-amino)-propa...